The task is: describe an organic reaction: reactants, conditions, products, and yield. This data is from the Open Reaction Database (ORD), a public repository of structured organic reaction records. The reactants are FC(C(=O)O)(F)F.FC(C(=O)O)(F)F.FC(C(=O)O)(F)F.ClC=1C=NC=2NC=3C=NC=C(CCC4=C(C=CC(NC1N2)=C4)NC(CC4CCNCC4)=O)C3 (N-[6-chloro-2,4,8,18,22-pentaazatetracyclo[14.3.1.1(3,7).1(9,13)]docosa-1(20),3(22),4,6,9(21),10,12,16,18-nonaen-12-yl]-2-piperidin-4-ylacetamide tris(trifluoroacetate)), CN1C=NC=C1C(=O)Cl (1-methyl-1H-imidazole-5-carbonyl chloride). The product is FC(C(=O)O)(F)F.FC(C(=O)O)(F)F.ClC=1C=NC=2NC=3C=NC=C(CCC4=C(C=CC(NC1N2)=C4)NC(CC4CCN(CC4)C(=O)C4=CN=CN4C)=O)C3 (N-[6-Chloro-2,4,8,18,22-pentaazatetracyclo[14.3.1.1(3,7).1(9,13)]docosa-1(20),3(22),4,6,9(21),10,12,16,18-nonaen-12-yl]-2-{1-[(1-methyl-1H-imidazol-5yl)carbonyl]piperidin-4-yl}acetamide bis(trifluoroacetate)). Yield: 31.0%. Reaction SMILES: [F:1][C:2]([F:7])([F:6])[C:3]([OH:5])=[O:4].[F:8][C:9]([F:14])([F:13])[C:10]([OH:12])=[O:11].FC(F)(F)C(O)=O.[Cl:22][C:23]1[CH:24]=[N:25][C:26]2[NH:27][C:28]3[CH:29]=[N:30][CH:31]=[C:32]([CH:54]=3)[CH2:33][CH2:34][C:35]3[CH:43]=[C:39]([NH:40][C:41]=1[N:42]=2)[CH:38]=[CH:37][C:36]=3[NH:44][C:45](=[O:53])[CH2:46][CH:47]1[CH2:52][CH2:51][NH:50][CH2:49][CH2:48]1.[CH3:55][N:56]1[C:60]([C:61](Cl)=[O:62])=[CH:59][N:58]=[CH:57]1>>[F:1][C:2]([F:7])([F:6])[C:3]([OH:5])=[O:4].[F:8][C:9]([F:14])([F:13])[C:10]([OH:12])=[O:11].[Cl:22][C:23]1[CH:24]=[N:25][C:26]2[NH:27][C:28]3[CH:29]=[N:30][CH:31]=[C:32]([CH:54]=3)[CH2:33][CH2:34][C:35]3[CH:43]=[C:39]([NH:40][C:41]=1[N:42]=2)[CH:38]=[CH:37][C:36]=3[NH:44][C:45](=[O:53])[CH2:46][CH:47]1[CH2:52][CH2:51][N:50]([C:61]([C:60]2[N:56]([CH3:55])[CH:57]=[N:58][CH:59]=2)=[O:62])[CH2:49][CH2:48]1 |f:0.1.2.3,5.6.7|. Reported procedure: The desired compound was prepared according to the procedure of Example A20, using N-[6-chloro-2,4,8,18,22-pentaazatetracyclo[14.3.1.1(3,7).1(9,13)]docosa-1(20),3(22),4,6,9(21),10,12,16,18-nonaen-12-yl]-2-piperidin-4-ylacetamide tris(trifluoroacetate) and 1-methyl-1H-imidazole-5-carbonyl chloride as starting materials in 31% yield. 1H NMR (300 MHz, DMSO-d6): δ 9.97 (s, 1H), 9.41 (s, 1H), 9.38 (s, 1H), 8.97 (s, 1H), 8.91 (s, 1H), 8.22 (m, 3H), 7.85 (s, 1H), 7.65 (s, 1H), 7.30 (d, 1H), 7.05 (d, 1H...